From a dataset of the Open Reaction Database (ORD), a public repository of structured organic reaction records. describe an organic reaction: reactants, conditions, products, and yield Starting materials: FC(OC1=CC=C(N)C=C1)(F)F (4-trifluoromethoxyaniline), C(C)SC=1C(=NC=CC1)C(=O)O (3-ethylsulfanylpicolinic acid), CCN=C=NCCCN(C)C.Cl (EDCI hydrochloride), C([O-])(O)=O.[Na+] (sodium bicarbonate). The reagents and catalysts are C=1C=CC2=C(C1)N=NN2O (HOBt). The solvent is N1=CC=CC=C1 (pyridine). Run at time 8 hour. The product is C(C)SC=1C(=NC=CC1)C(=O)NC1=CC=C(C=C1)OC(F)(F)F (3-ethylsulfanyl-N-(4-trifluoromethoxyphenyl)picolinamide). Isolated yield 89.2%. As a reaction SMILES: [F:1][C:2]([F:12])([F:11])[O:3][C:4]1[CH:10]=[CH:9][C:7]([NH2:8])=[CH:6][CH:5]=1.[CH2:13]([S:15][C:16]1[C:17]([C:22](O)=[O:23])=[N:18][CH:19]=[CH:20][CH:21]=1)[CH3:14].CCN=C=NCCCN(C)C.Cl.C(=O)(O)[O-].[Na+]>C1C=CC2N(O)N=NC=2C=1.N1C=CC=CC=1>[CH2:13]([S:15][C:16]1[C:17]([C:22]([NH:8][C:7]2[CH:9]=[CH:10][C:4]([O:3][C:2]([F:11])([F:12])[F:1])=[CH:5][CH:6]=2)=[O:23])=[N:18][CH:19]=[CH:20][CH:21]=1)[CH3:14] |f:2.3,4.5|. Procedure details: A mixture of 0.35 g of 4-trifluoromethoxyaniline, 0.36 g of 3-ethylsulfanylpicolinic acid, 0.46 g of EDCI hydrochloride, 0.02 g of HOBt and 3 mL of pyridine was stirred at room temperature overnight. A saturated aqueous sodium bicarbonate solution was poured to the reaction mixture, and the mixture was extracted with ethyl acetate. The organic layer was dried over anhydrous sodium sulfate and then concentrated under reduced pressure, and the resulting solid was washed with hexane and dried to ob... The reactants are NCC1=CC=C(C(=O)O)C=C1 (4-(aminomethyl)benzoic acid), aqueous solution, [OH-].[Na+] (sodium hydroxide), C(C1=CC=CC=C1)OC(=O)Cl (benzyloxycarbonyl chloride). Run in O1CCCC1 (tetrahydrofuran). Conditions: time 2 hour. Yields the product C(C1=CC=CC=C1)OC(=O)NCC1=CC=C(C(=O)O)C=C1 (4-(benzyloxycarbonylaminomethyl)benzoic acid). The yield is 22.3%. As a reaction SMILES: [NH2:1][CH2:2][C:3]1[CH:11]=[CH:10][C:6]([C:7]([OH:9])=[O:8])=[CH:5][CH:4]=1.[OH-].[Na+].[CH2:14]([O:21][C:22](Cl)=[O:23])[C:15]1[CH:20]=[CH:19][CH:18]=[CH:17][CH:16]=1>O1CCCC1>[CH2:14]([O:21][C:22]([NH:1][CH2:2][C:3]1[CH:4]=[CH:5][C:6]([C:7]([OH:9])=[O:8])=[CH:10][CH:11]=1)=[O:23])[C:15]1[CH:20]=[CH:19][CH:18]=[CH:17][CH:16]=1 |f:1.2|. Procedure: To a solution of 4-(aminomethyl)benzoic acid (25 g) in a 2N aqueous solution of sodium hydroxide (100 ml), a solution of benzyloxycarbonyl chloride (33.8 g) in tetrahydrofuran (50 ml) was added drop by drop under ice cooling conditions, followed by stirring at room temperature for 2 hours. The resulting precipitate was collected by filtration, washed with water, 1N hydrochloric acid and ether and dried under reduced pressure to yield the title compound (10.5 g, yield 22%) as a colorless powder. The reactants are BrC=1C=C(C=C(C1)[N+](=O)[O-])OC (3-bromo-5-nitroanisole), B(Br)(Br)Br (boron tribromide), ice water. The solvent is C(Cl)Cl (methylene chloride). Conditions: temperature 0 celsius, time 8 hour. The product is BrC=1C=C(C=C(C1)[N+](=O)[O-])O (3-bromo-5-nitrophenol). RXN SMILES: [Br:1][C:2]1[CH:3]=[C:4]([O:11]C)[CH:5]=[C:6]([N+:8]([O-:10])=[O:9])[CH:7]=1.B(Br)(Br)Br>C(Cl)Cl>[Br:1][C:2]1[CH:3]=[C:4]([OH:11])[CH:5]=[C:6]([N+:8]([O-:10])=[O:9])[CH:7]=1. Procedure: A solution of 3-bromo-5-nitroanisole, as described above in Step B, (2.4 g, 10.3 mmol) in methylene chloride (50 mL) was cooled to 0° C. and treated with boron tribromide (1M in CH2Cl2, 158 mL, 158 mmol), giving a clear purple solution. The reaction was warmed slowly to room temperature and stirred at room temperature overnight and heated at reflux for 2.5 hours. The reaction was poured into ice/water, the layers were separated and extracted with methylene chloride. The aqueous layer was neutral... Starting materials: C[Si](C)(C)C#N, CCCCCC, CCOC(C)=O, CO, O=Cc1ccc(F)c(F)c1, N. The product is N#CC(N)c1ccc(F)c(F)c1. RXN SMILES: [CH3:12][Si:13]([CH3:14])([CH3:15])[C:16]#[N:17].[CH3:18][CH2:19][CH2:20][CH2:21][CH2:22][CH3:23].[CH3:24][CH2:25][O:26][C:27]([CH3:28])=[O:29].[CH3:30][OH:31].[F:1][c:2]1[cH:3][c:4]([CH:5]=[O:6])[cH:7][cH:8][c:9]1[F:10].[NH3:11]>>[F:1][c:2]1[cH:3][c:4]([CH:5]([NH2:11])[C:16]#[N:17])[cH:7][cH:8][c:9]1[F:10].